This data is from the Open Reaction Database (ORD), a public repository of structured organic reaction records. The task is: describe an organic reaction: reactants, conditions, products, and yield Starting materials: [OH-].[Mg+2].[OH-] (magnesium hydroxide), P(O)(O)(O)=O (phosphoric acid), OC(=O)CCCCCCCCC.OCC(O)CO.OCC(O)CO (diglycerol monocaprate). The solvent is O (water), O (water). Yields the product P(=O)([O-])([O-])[O-].[Mg+2].P(=O)([O-])([O-])[O-].[Mg+2].[Mg+2] (magnesium phosphate). As a reaction SMILES: [P:1](=[O:5])([OH:4])([OH:3])[OH:2].[OH-].[Mg+2:7].[OH-].OC(CCCCCCCCC)=O.OCC(CO)O.OCC(CO)O>O>[P:1]([O-:5])([O-:4])([O-:3])=[O:2].[Mg+2:7].[P:1]([O-:5])([O-:4])([O-:3])=[O:2].[Mg+2:7].[Mg+2:7] |f:1.2.3,4.5.6,8.9.10.11.12|. Reported procedure: A solution obtained by diluting 2.7 kg of a 85% by weight solution of phosphoric acid with ion-exchanged water to a total quantity of 100 kg was gradually added with stirring to a solution obtained by adding 2 kg of magnesium hydroxide to 300 kg of ion-exchanged water, and then further adding and dissolving therein 2 kg of diglycerol monocaprate (trade name: “SUNSOFT Q-10 D”; HLB=9.5; monoester content: 85% by weight; specific gravity: 0.9; manufactured by Taiyo Kagaku Co., Ltd.). The pH of the ...